This data is from the Open Reaction Database (ORD), a public repository of structured organic reaction records. The task is: describe an organic reaction: reactants, conditions, products, and yield Starting materials: COC(=O)c1cc(-c2ccccc2)cc(N2CCCC2=O)c1, [Li+], C1COCCO1, [OH-], O. Reaction SMILES: [CH3:1][O:2][C:3](=[O:4])[c:5]1[cH:6][c:7](-[c:17]2[cH:18][cH:19][cH:20][cH:21][cH:22]2)[cH:8][c:9]([N:11]2[C:12](=[O:16])[CH2:13][CH2:14][CH2:15]2)[cH:10]1.[Li+:24].[O:26]1[CH2:27][CH2:28][O:29][CH2:30][CH2:31]1.[OH-:23].[OH2:25]>>[O:2]=[C:3]([OH:4])[c:5]1[cH:6][c:7](-[c:17]2[cH:18][cH:19][cH:20][cH:21][cH:22]2)[cH:8][c:9]([N:11]2[C:12](=[O:16])[CH2:13][CH2:14][CH2:15]2)[cH:10]1. The product is O=C(O)c1cc(-c2ccccc2)cc(N2CCCC2=O)c1. Starting materials: C(C)(=O)C1=CC=C(C(=C1/C=C/C(=O)OC(C)(C)C)F)Cl ((E)-tert-Butyl 3-(6-acetyl-3-chloro-2-fluorophenyl)acrylate). Solvent: C(Cl)Cl (DCM), C(=O)(C(F)(F)F)O (TFA). Run at time 1.5 hour. Product: C(C)(=O)C1=CC=C(C(=C1/C=C/C(=O)O)F)Cl ((E)-3-(6-acetyl-3-chloro-2-fluorophenyl)acrylic acid). The yield is 95.7%. RXN SMILES: [C:1]([C:4]1[C:9](/[CH:10]=[CH:11]/[C:12]([O:14]C(C)(C)C)=[O:13])=[C:8]([F:19])[C:7]([Cl:20])=[CH:6][CH:5]=1)(=[O:3])[CH3:2]>C(Cl)Cl.C(O)(C(F)(F)F)=O>[C:1]([C:4]1[C:9](/[CH:10]=[CH:11]/[C:12]([OH:14])=[O:13])=[C:8]([F:19])[C:7]([Cl:20])=[CH:6][CH:5]=1)(=[O:3])[CH3:2]. Reported procedure: A solution of Intermediate 12D (25 g, 84 mmol) in DCM (330 mL) and TFA (330 mL) was stirred at rt. After 1.5 h, the solvent was concentrated to give Intermediate 12 (19.5 g, 97.0% yield) as a white solid. 1H NMR (400 MHz, DMSO-d6) δ: 12.69 (bs, 1 H), 7.80-7.76 (m, 2 H), 7.62 (d, J=12.1 Hz, 1 H), 6.30 (dd, J=2.4, 2.0 Hz, 1 H), 2.6 (s, 3H) ppm. MS (ESI) m/z: 241 (M−H)+. The reactants are C(=O)NNC1=CC=C(C=C1)N (1-formyl-2-(4-aminophenyl)hydrazine), C(CCCCCCCCC)N=C=S (decyl isothiocyanate). The product is C(=O)NNC1=CC=C(C=C1)NC(=S)NCCCCCCCCCC (1-[4-(2-Formylhydrazino)phenyl]-3-decylthiourea). Reaction SMILES: [CH:1]([NH:3][NH:4][C:5]1[CH:10]=[CH:9][C:8]([NH2:11])=[CH:7][CH:6]=1)=[O:2].[CH2:12]([N:22]=[C:23]=[S:24])[CH2:13][CH2:14][CH2:15][CH2:16][CH2:17][CH2:18][CH2:19][CH2:20][CH3:21]>>[CH:1]([NH:3][NH:4][C:5]1[CH:10]=[CH:9][C:8]([NH:11][C:23]([NH:22][CH2:12][CH2:13][CH2:14][CH2:15][CH2:16][CH2:17][CH2:18][CH2:19][CH2:20][CH3:21])=[S:24])=[CH:7][CH:6]=1)=[O:2]. Procedure details: Procedure (12.) was employed with 1-formyl-2-(4-aminophenyl)hydrazine (1.51 g, 0.01 mole) and decyl isothiocyanate (1.99 g, 0.01 mole). Yield 2.4 g (69%), m.p. 150°-152° C. Reactants: FC1=C(C(=O)NC2CCN(CC2)C)C=C(C(=C1)[N+](=O)[O-])F (2,5-difluoro-N-(1-methyl-4-piperidyl)-4-nitro-benzamide), FC1=C(C(=O)NC2CCN(CC2)C)C=C(C(=C1)[N+](=O)[O-])F (2,5-difluoro-N-(1-methyl-4-piperidyl)-4-nitro-benzamide). Reagents/catalysts: [Pd] (Palladium on Carbon). The solvent is CO (Methanol). Reaction conditions: time 16 hour. The product is NC1=CC(=C(C(=O)NC2CCN(CC2)C)C=C1F)F (4-amino-2,5-difluoro-N-(1-methyl-4-piperidyl)benzamide). Reaction SMILES: [F:1][C:2]1[CH:17]=[C:16]([N+:18]([O-])=O)[C:15]([F:21])=[CH:14][C:3]=1[C:4]([NH:6][CH:7]1[CH2:12][CH2:11][N:10]([CH3:13])[CH2:9][CH2:8]1)=[O:5]>[Pd].CO>[NH2:18][C:16]1[C:15]([F:21])=[CH:14][C:3]([C:4]([NH:6][CH:7]2[CH2:12][CH2:11][N:10]([CH3:13])[CH2:9][CH2:8]2)=[O:5])=[C:2]([F:1])[CH:17]=1. Procedure: 2,5-difluoro-N-(1-methyl-4-piperidyl)-4-nitro-benzamide (Intermediate 60; 633 mg 2.1 mmol), 10% Palladium on Carbon (70 mg) and Methanol (50 mL) were combined and stirred at 25 )C under Hydrogen at 3 bar pressure for 16 hours.